From a dataset of the Open Reaction Database (ORD), a public repository of structured organic reaction records. describe an organic reaction: reactants, conditions, products, and yield Reactants: CC(=O)O, Cl, CCOC(=O)c1cn(-c2cc(N)c(F)cc2F)c2cc(F)c(F)cc2c1=O. Yields the product Nc1cc(-n2cc(C(=O)O)c(=O)c3cc(F)c(F)cc32)c(F)cc1F. RXN SMILES: [CH3:29][C:30](=[O:31])[OH:32].[ClH:28].[NH2:1][c:2]1[cH:3][c:4](-[n:10]2[cH:11][c:12]([C:23](=[O:24])[O:25][CH2:26][CH3:27])[c:13](=[O:22])[c:14]3[cH:15][c:16]([F:21])[c:17]([F:20])[cH:18][c:19]23)[c:5]([F:9])[cH:6][c:7]1[F:8]>>[NH2:1][c:2]1[cH:3][c:4](-[n:10]2[cH:11][c:12]([C:23](=[O:24])[OH:25])[c:13](=[O:22])[c:14]3[cH:15][c:16]([F:21])[c:17]([F:20])[cH:18][c:19]23)[c:5]([F:9])[cH:6][c:7]1[F:8]. The reactants are NC=1SC=C(N1)CC(=O)N1CCN(CC1)CC(N1CCCC1)=O (2-(2-amino-thiazol-4-yl)-1-[4-(2-oxo-2-pyrrolidin-1-yl-ethyl)-piperazin-1-yl]-ethanone), ClC1=CC=C(S1)C(=O)O (5-chlorothiophene-2-carboxylic acid). The product is O=C(CC=1N=C(SC1)NC(=O)C=1SC(=CC1)Cl)N1CCN(CC1)CC(N1CCCC1)=O (5-chloro-thiophene-2-carboxylic acid (4-{2-oxo-2-[4-(2-oxo-2-pyrrolidin-1-yl-ethyl)-piperazin-1-yl]-ethyl}-thiazol-2-yl)-amide). RXN SMILES: [NH2:1][C:2]1[S:3][CH:4]=[C:5]([CH2:7][C:8]([N:10]2[CH2:15][CH2:14][N:13]([CH2:16][C:17](=[O:23])[N:18]3[CH2:22][CH2:21][CH2:20][CH2:19]3)[CH2:12][CH2:11]2)=[O:9])[N:6]=1.[Cl:24][C:25]1[S:29][C:28]([C:30](O)=[O:31])=[CH:27][CH:26]=1>>[O:9]=[C:8]([N:10]1[CH2:15][CH2:14][N:13]([CH2:16][C:17](=[O:23])[N:18]2[CH2:19][CH2:20][CH2:21][CH2:22]2)[CH2:12][CH2:11]1)[CH2:7][C:5]1[N:6]=[C:2]([NH:1][C:30]([C:28]2[S:29][C:25]([Cl:24])=[CH:26][CH:27]=2)=[O:31])[S:3][CH:4]=1. Procedure: 37.5 Using general procedure D, 2-(2-amino-thiazol-4-yl)-1-[4-(2-oxo-2-pyrrolidin-1-yl-ethyl)-piperazin-1-yl]-ethanone was coupled with 5-chlorothiophene-2-carboxylic acid to give 5-chloro-thiophene-2-carboxylic acid (4-{2-oxo-2-[4-(2-oxo-2-pyrrolidin-1-yl-ethyl)-piperazin-1-yl]-ethyl}-thiazol-2-yl)-amide. Light yellow amorphous solid. MS 482.4 ([M+H]+) The reactants are O=C1CCN(CC1)C1=CC=C(C(=O)NCC(=O)OC)C=C1 (Methyl {[4-(4-oxo-1-piperidineyl)benzoyl]amino}acetate), NC[C@H](O)C=1C=CC(=C(C1)NS(=O)(=O)C)O (N-[5-((1R)-2-amino-1-hydroxy- ethyl)-2-hydroxy-phenyl]-methanesulfonamide). Product: COC(CNC(C1=CC=C(C=C1)N1CCC(CC1)NC[C@@H](C1=CC(=C(C=C1)O)NS(=O)(=O)C)O)=O)=O (Methyl[(4-{4-[((2R)-2-hydroxy-2-{4-hydroxy-3-[(methylsulfonyl)amino]phenyl}ethyl)amino]-1-piperidineyl}benzoyl)amino]acetate). RXN SMILES: O=[C:2]1[CH2:7][CH2:6][N:5]([C:8]2[CH:21]=[CH:20][C:11]([C:12]([NH:14][CH2:15][C:16]([O:18][CH3:19])=[O:17])=[O:13])=[CH:10][CH:9]=2)[CH2:4][CH2:3]1.[NH2:22][CH2:23][C@@H:24]([C:26]1[CH:27]=[CH:28][C:29]([OH:37])=[C:30]([NH:32][S:33]([CH3:36])(=[O:35])=[O:34])[CH:31]=1)[OH:25]>>[CH3:19][O:18][C:16](=[O:17])[CH2:15][NH:14][C:12](=[O:13])[C:11]1[CH:20]=[CH:21][C:8]([N:5]2[CH2:6][CH2:7][CH:2]([NH:22][CH2:23][C@H:24]([OH:25])[C:26]3[CH:27]=[CH:28][C:29]([OH:37])=[C:30]([NH:32][S:33]([CH3:36])(=[O:35])=[O:34])[CH:31]=3)[CH2:3][CH2:4]2)=[CH:9][CH:10]=1. Reported procedure: The title compound was prepared from methyl {[4-(4-oxo-1-piperidineyl)benzoyl]amino}acetate (which was obtained in Example 162) and N-[5-((1R)-2-amino-1-hydroxy- ethyl)-2-hydroxy-phenyl]-methanesulfonamide (which was obtained in Example 10) according to the procedure of Example 180 as a white solid; mp >75° C. (decomposed); 1H NMR (300 MHz, DMSO-d6) δ 1.20-1.35 (m, 2H), 1.75-1.90 (m, 2H), 2.50-2.90 (m, 5H), 2.91 (s, 3H), 3.63 (s, 3H), 3.70-3.85 (m, 2H), 3.95 (d, J=5.7 Hz, 2H), 4.49 (dd, J=8.0, 4... Starting materials: FC1=CC=C(C=C1)C1=NN2C(C=CC=C2)=C1C1=CC(=NC=C1)F (2-(4-Fluorophenyl)-3-(2-fluoro-4-pyridinyl)pyrazolo[1,5-a]-pyridine), NCCC1=CNC=N1 (histamine). Solvent: C(C)(=O)OCC (ethyl acetate), hexanes. Run at temperature 140 celsius. The product is FC1=CC=C(C=C1)C1=NN2C(C=CC=C2)=C1C1=CC(=NC=C1)NCCC1=CN=CN1 (4-[2-(4-Fluorophenyl)pyrazolo[1,5-a]pyridin-3-yl]-N-[2-(1H-imidazol-5-yl)ethyl]-2-pyridinamine). Reaction SMILES: [F:1][C:2]1[CH:7]=[CH:6][C:5]([C:8]2[C:16]([C:17]3[CH:22]=[CH:21][N:20]=[C:19](F)[CH:18]=3)=[C:11]3[CH:12]=[CH:13][CH:14]=[CH:15][N:10]3[N:9]=2)=[CH:4][CH:3]=1.[NH2:24][CH2:25][CH2:26][C:27]1[N:31]=[CH:30][NH:29][CH:28]=1>C(OCC)(=O)C>[F:1][C:2]1[CH:7]=[CH:6][C:5]([C:8]2[C:16]([C:17]3[CH:22]=[CH:21][N:20]=[C:19]([NH:24][CH2:25][CH2:26][C:27]4[NH:31][CH:30]=[N:29][CH:28]=4)[CH:18]=3)=[C:11]3[CH:12]=[CH:13][CH:14]=[CH:15][N:10]3[N:9]=2)=[CH:4][CH:3]=1. Procedure: In a sealed-tube was combined 2-(4-fluorophenyl)-3-(2-fluoro-4-pyridinyl)pyrazolo[1,5-a]pyridine (Example 27. 30 mg, 0.10 mmol) and histamine (40 mg, 0.36 mmol), and the reaction was placed in a pre-heated oil bath at 140° C. The reaction was stirred at 140° C. until consumption of starting material was indicated by TLC analysis (50% ethyl acetate in hexanes). The contents of the sealed-tube were transferred to a flask and concentrated to dryness at 50° C. under high vacuum. The residue was puri... Reactants: C(C)OP(OCC)(=O)CCCOC[C@@H](NC([C@H](CSC[C@@H](COC(CCCCCCCCCCC)=O)OC(CCCCCCCCCCC)=O)NC(=O)OCC1C2=CC=CC=C2C=2C=CC=CC12)=O)C ((6S,9R,13R)-9-(((9H-fluoren-9-yl)methoxy)carbonylamino)-13-(dodecanoyloxy)-6-methyl-8,16-dioxo-4,15-dioxa-11-thia-7-azaheptacosylphosphonic acid diethyl ester). Run in N1CCCCC1 (piperidine), C1CCOC1 (THF), C(C)(C)(C)OC (methyl tert-butyl ether), C(C)(=O)OCC (ethyl acetate). Reaction conditions: time 2 hour. The product is C(C)OP(OCC)(=O)CCCOC[C@@H](NC([C@H](CSC[C@@H](COC(CCCCCCCCCCC)=O)OC(CCCCCCCCCCC)=O)N)=O)C ((6S,9R,13R)-9-amino-13-(dodecanoyloxy)-6-methyl-8,16-dioxo-4,15-dioxa-11-thia-7-azaheptacosylphosphonic acid diethyl ester). As a reaction SMILES: [CH2:1]([O:3][P:4]([CH2:9][CH2:10][CH2:11][O:12][CH2:13][C@H:14]([CH3:70])[NH:15][C:16](=[O:69])[C@@H:17]([NH:51]C(OCC1C2C=CC=CC=2C2C1=CC=CC=2)=O)[CH2:18][S:19][CH2:20][C@H:21]([O:37][C:38](=[O:50])[CH2:39][CH2:40][CH2:41][CH2:42][CH2:43][CH2:44][CH2:45][CH2:46][CH2:47][CH2:48][CH3:49])[CH2:22][O:23][C:24](=[O:36])[CH2:25][CH2:26][CH2:27][CH2:28][CH2:29][CH2:30][CH2:31][CH2:32][CH2:33][CH2:34][CH3:35])(=[O:8])[O:5][CH2:6][CH3:7])[CH3:2]>N1CCCCC1.C1COCC1.C(OC)(C)(C)C.C(OCC)(=O)C>[CH2:1]([O:3][P:4]([CH2:9][CH2:10][CH2:11][O:12][CH2:13][C@H:14]([CH3:70])[NH:15][C:16](=[O:69])[C@@H:17]([NH2:51])[CH2:18][S:19][CH2:20][C@H:21]([O:37][C:38](=[O:50])[CH2:39][CH2:40][CH2:41][CH2:42][CH2:43][CH2:44][CH2:45][CH2:46][CH2:47][CH2:48][CH3:49])[CH2:22][O:23][C:24](=[O:36])[CH2:25][CH2:26][CH2:27][CH2:28][CH2:29][CH2:30][CH2:31][CH2:32][CH2:33][CH2:34][CH3:35])(=[O:8])[O:5][CH2:6][CH3:7])[CH3:2]. Reported procedure: (6S,9R,13R)-9-(((9H-fluoren-9-yl)methoxy)carbonylamino)-13-(dodecanoyloxy)-6-methyl-8,16-dioxo-4,15-dioxa-11-thia-7-azaheptacosylphosphonic acid diethyl ester (1 eq, from the previous step) in was dissolved in 20% piperidine in THF (0.1 M) and stirred at room temperature for 2 hours. The viscous reaction mixture was diluted in methyl tert-butyl ether and ethyl acetate. The organic layer was washed with 1:1 saturated aqueous NH4Cl/water (2×), brine, dried over anhydrous Na2SO4, and concentrated e...